Dataset: the Open Reaction Database (ORD), a public repository of structured organic reaction records. Task: describe an organic reaction: reactants, conditions, products, and yield Reactants: CCCCO, CNN, Clc1ccc(-c2ccc(Cl)nn2)cc1. Yields the product CN(N)c1ccc(-c2ccc(Cl)cc2)nn1. As a reaction SMILES: [CH2:18]([OH:19])[CH2:20][CH2:21][CH3:22].[CH3:15][NH:16][NH2:17].[Cl:1][c:2]1[cH:3][cH:4][c:5](-[c:8]2[cH:9][cH:10][c:11]([Cl:14])[n:12][n:13]2)[cH:6][cH:7]1>>[Cl:1][c:2]1[cH:3][cH:4][c:5](-[c:8]2[cH:9][cH:10][c:11]([N:16]([CH3:15])[NH2:17])[n:12][n:13]2)[cH:6][cH:7]1. Reactants: N1C=NC=C1 (imidazole), S(=O)(Cl)Cl (thionyl chloride), CC=1SC(=C(N1)CC)C(=O)O (2-methyl-4-ethyl-5-thiazolecarboxylic acid), S1C(=CC=C1)NCC#N (2-(2-thienyl)aminoacetonitrile), resultant mixture, resultant mixture. Run in O1CCCC1 (tetrahydrofuran), O1CCCC1 (tetrahydrofuran), O1CCCC1 (tetrahydrofuran). Reaction conditions: time 30 minute. Product: CC=1SC(=C(N1)CC)C(=O)NC(C#N)C=1SC=CC1 (2-(2-methyl-4-ethylthiazole-5-carboxamido)-2-(2-thienyl)acetonitrile). Yield: 59.7%. Reaction SMILES: [NH:1]1[CH:5]=[CH:4][N:3]=C1.S(Cl)(Cl)=O.[CH3:10][C:11]1[S:12][C:13]([C:18]([OH:20])=O)=[C:14]([CH2:16][CH3:17])[N:15]=1.[S:21]1[CH:25]=[CH:24][CH:23]=[C:22]1NCC#N>O1CCCC1>[CH3:10][C:11]1[S:12][C:13]([C:18]([NH:3][CH:4]([C:22]2[S:21][CH:25]=[CH:24][CH:23]=2)[C:5]#[N:1])=[O:20])=[C:14]([CH2:16][CH3:17])[N:15]=1. Reported procedure: To a solution of imidazole (2.72 g; 40 mmol) in dry tetrahydrofuran (60 ml) was added dropwise thionyl chloride (1.20 g; 10 mmol) under ice-cooling while stirring. After the resultant mixture was turned to room temperature, 2-methyl-4-ethyl-5-thiazolecarboxylic acid (1.65 g; 10 mmol) was added thereto at once, and stirring was continued for 30 minutes. To the mixture was added dropwise a solution of 2-(2-thienyl)aminoacetonitrile (1.65 g; 12 mmol) in dry tetrahydrofuran under ice-cooling, and th... Starting materials: C(Cl)(Cl)Cl.CCO (CHCl3 EtOH), C[C@@H]1CN(CCN1)C(C1=CC=CC=C1)(C1=CC=CC=C1)C1=CC=CC=C1 ((R)-3-Methyl-1-tritylpiperazine), ClC1=NC=CN=C1Cl (2,3-dichloropyrazine), C(=O)([O-])[O-].[K+].[K+] (K2CO3). Run in CN(C)C=O (DMF), O (water). Reaction conditions: temperature 110 celsius, time 30 minute. Product: ClC=1C(=NC=CN1)N1[C@@H](CNCC1)C ((2R)-1-(3-Chloro-2-pyrazinyl)-2-methylpiperazine). The yield is 66.0%. RXN SMILES: [CH3:1][C@H:2]1[NH:7][CH2:6][CH2:5][N:4](C(C2C=CC=CC=2)(C2C=CC=CC=2)C2C=CC=CC=2)[CH2:3]1.Cl[C:28]1[C:33]([Cl:34])=[N:32][CH:31]=[CH:30][N:29]=1.C([O-])([O-])=O.[K+].[K+].C(Cl)(Cl)Cl.CCO>CN(C=O)C.O>[Cl:34][C:33]1[C:28]([N:7]2[CH2:6][CH2:5][NH:4][CH2:3][C@H:2]2[CH3:1])=[N:29][CH:30]=[CH:31][N:32]=1 |f:2.3.4,5.6|. Procedure: A mixture of the product obtained in Step 1 above, 2,3-dichloropyrazine (154 g, 1.00 mol) and K2CO3 (160 g, 1.20 mol) in DMF (1 L) was heated at 110° C. for 20 h with vigorous stirring. (TLC monitoring system: CHCl3: EtOH (20:1); silica). The mixture was cooled and poured slowly into water (6 L) with stirring. The solid was collected, washed with water, dried, dissolved in CHCl3 (1 L), diluted with n-heptane (1 L), and filtered through SiO2. Solvents were evaporated off. The resulting oil was dr... Starting materials: C(C)(C)(C)OC(=O)N(C(=O)OC(C)(C)C)C1=CC(=NC=C1)C(=O)C=1N(C2=CC(=CC=C2C1NC(CC)=O)Cl)C(=O)OCC (2-[4-[N,N-Bis(tert-butoxycarbonyl)amino]pyridine-2-carbonyl]-6-chloro-1-ethoxycarbonyl-3-(propionylamino)indole), C([O-])([O-])=O.[K+].[K+] (potassium carbonate). The solvent is C(C)O (ethanol), O (water). Run at time 8 hour. Product: C(C)(C)(C)OC(=O)NC1=CC(=NC=C1)C(=O)C=1NC2=CC(=CC=C2C1NC(CC)=O)Cl (2-[4-(t-Butoxycarbonyl)aminopyridine-2-carbonyl]-6-chloro-3-(propionylamino)indole). The yield is 0.1%. Reaction SMILES: [C:1]([O:5][C:6]([N:8]([C:16]1[CH:21]=[CH:20][N:19]=[C:18]([C:22]([C:24]2[N:25](C(OCC)=O)[C:26]3[C:31]([C:32]=2[NH:33][C:34](=[O:37])[CH2:35][CH3:36])=[CH:30][CH:29]=[C:28]([Cl:38])[CH:27]=3)=[O:23])[CH:17]=1)C(OC(C)(C)C)=O)=[O:7])([CH3:4])([CH3:3])[CH3:2].C(=O)([O-])[O-].[K+].[K+]>C(O)C.O>[C:1]([O:5][C:6]([NH:8][C:16]1[CH:21]=[CH:20][N:19]=[C:18]([C:22]([C:24]2[NH:25][C:26]3[C:31]([C:32]=2[NH:33][C:34](=[O:37])[CH2:35][CH3:36])=[CH:30][CH:29]=[C:28]([Cl:38])[CH:27]=3)=[O:23])[CH:17]=1)=[O:7])([CH3:3])([CH3:2])[CH3:4] |f:1.2.3|. Procedure details: To a solution of 2-[4-[N,N-bis(tert-butoxycarbonyl)amino]-2-pyridine-2-carbonyl]-6-chloro-1-ethoxycarbonyl-3-(propionylmino)indole (step 3, 240 mg, 0.391 mol) in ethanol (10 ml) was added a solution of potassium carbonate (260 mg, 3.91 mmol) in water (5 ml) at room temperature. After stirring for 8 h, the mixture was concentrated. The residue was diluted with ethyl acetate (100 ml) and washed with (50 ml×2), dried (Na2SO4). Removl of solvent gave an oily residue, which was purified by flash colu... Procedure: A mixture of N-methylsulphonyl-bis(methylthio)methanimine (188 g) and ethanol (760 ml) was stirred and warmed to 53° C. and the resulting solution was treated dropwise at 45° C. with a solution of methylamine in ethanol (33% w/w; 115 ml) during 2 hours. The solution was then stirred at room temperature for 7 hours and allowed to stand overnight. The solution was concentrated in vacuo to low volume and crystallised from cold ethanol, to give N-methyl-N'-methylsulphonyl-S-methylisothiourea (162 g)... Starting materials: CN (methylamine), CS(=O)(=O)N=C(SC)SC (N-methylsulphonyl-bis(methylthio)methanimine). The solvent is C(C)O (ethanol), C(C)O (ethanol). Conditions: temperature 53 celsius, time 8 hour. As a reaction SMILES: [CH3:1][S:2]([N:5]=[C:6](SC)[S:7][CH3:8])(=[O:4])=[O:3].[CH3:11][NH2:12]>C(O)C>[CH3:11][NH:12][C:6](=[N:5][S:2]([CH3:1])(=[O:4])=[O:3])[S:7][CH3:8]. Yields the product CNC(SC)=NS(=O)(=O)C (N-methyl-N'-methylsulphonyl-S-methylisothiourea). Reactants: Br, O=C([O-])O, COc1ccc2c(c1)c(-c1cc3nccnc3[nH]1)cn2C, CC(=O)O, [Na+]. Product: Cn1cc(-c2cc3nccnc3[nH]2)c2cc(O)ccc21. Reaction SMILES: [BrH:22].[C:23](=[O:24])([OH:25])[O-:26].[CH3:1][O:2][c:3]1[cH:4][c:5]2[c:6](-[c:13]3[cH:14][c:15]4[c:16]([n:17][cH:18][cH:19][n:20]4)[nH:21]3)[cH:7][n:8]([CH3:12])[c:9]2[cH:10][cH:11]1.[CH3:28][C:29](=[O:30])[OH:31].[Na+:27]>>[OH:2][c:3]1[cH:4][c:5]2[c:6](-[c:13]3[cH:14][c:15]4[c:16]([n:17][cH:18][cH:19][n:20]4)[nH:21]3)[cH:7][n:8]([CH3:12])[c:9]2[cH:10][cH:11]1. The reactants are O=C1N(CCCC1)C1=CC=C(C=C2C(NC(S2)=O)=O)C=C1 (5-[4-(Oxo-piperidine-1-yl)-benzylidene]-thiazolidine-2,4-dione), NC[C@@H](COC1=CC=C(C=C1)O)O ((2S)-1-Amino-3-(4-hydroxy-phenoxy)-propan-2-ol). The product is O[C@@H](CNC1CCN(CC1)C1=CC=C(C=C2C(NC(S2)=O)=O)C=C1)COC1=CC=C(C=C1)O (5-(4-{4-[(2S)-2-Hydroxy-3-(4-hydroxy-phenoxy)-propylamino]-piperidine-1-yl}-benzylidene)-thiazolidine-2,4-dione). As a reaction SMILES: O=[C:2]1[CH2:7][CH2:6][CH2:5][CH2:4][N:3]1[C:8]1[CH:21]=[CH:20][C:11]([CH:12]=[C:13]2[S:17][C:16](=[O:18])[NH:15][C:14]2=[O:19])=[CH:10][CH:9]=1.[NH2:22][CH2:23][C@H:24]([OH:34])[CH2:25][O:26][C:27]1[CH:32]=[CH:31][C:30]([OH:33])=[CH:29][CH:28]=1>>[OH:34][C@H:24]([CH2:25][O:26][C:27]1[CH:32]=[CH:31][C:30]([OH:33])=[CH:29][CH:28]=1)[CH2:23][NH:22][CH:6]1[CH2:5][CH2:4][N:3]([C:8]2[CH:21]=[CH:20][C:11]([CH:12]=[C:13]3[S:17][C:16](=[O:18])[NH:15][C:14]3=[O:19])=[CH:10][CH:9]=2)[CH2:2][CH2:7]1. Procedure: The title compound was prepared from 5-[4-(4-oxo-piperidine-1-yl)-benzylidene]-thiazolidine-2,4-dione (which was obtained in Example 36) and 4-[(2S)-3-amino-2-hydroxy-propoxy]-phenol (which was obtained in Example 5) according to the procedure of Example 73 as a pale yellowish solid; mp >208° C. (decomposed); 1H NMR (300 MHz, DMSO-d6) δ 1.40-1.60 (m, 2H), 1.90-2.05 (m, 2H), 2.70-3.50 (m, 5H), 3.80-4.10 (m, 5H), 6.90 (d, J=6.7 Hz, 2 H), 6.77 (d, J=6.7 Hz, 2H), 7.02 (d, J=8.9 Hz, 2H), 7.35 (s, 1H)... Starting materials: Cl (hydrochloric acid), Cl.N1CCC(CC1)=O (4-piperidone, hydrochloride), hydrate, C(C1=CC=CC=C1)=O (benzaldehyde). The solvent is C(C)O (ethanol). Conditions: time 16 hour. Product: Cl.C(C1=CC=CC=C1)=C1CNCC(C1=O)=CC1=CC=CC=C1 (3,5-dibenzylidene-4-piperidone, hydrochloride). Isolated yield 94.3%. RXN SMILES: [ClH:1].[NH:2]1[CH2:7][CH2:6][C:5](=[O:8])[CH2:4][CH2:3]1.[CH:9](=O)[C:10]1[CH:15]=[CH:14][CH:13]=[CH:12][CH:11]=1.Cl>C(O)C>[ClH:1].[CH:9](=[C:4]1[C:5](=[O:8])[C:6](=[CH:9][C:10]2[CH:15]=[CH:14][CH:13]=[CH:12][CH:11]=2)[CH2:7][NH:2][CH2:3]1)[C:10]1[CH:15]=[CH:14][CH:13]=[CH:12][CH:11]=1 |f:0.1,5.6|. Reported procedure: A stirred solution of 10 g of 4-piperidone, hydrochloride, hydrate and 14 g of benzaldehyde in 50 ml of ethanol is cooled to 10° C and treated dropwise with 25 ml of concentrated hydrochloric acid (temperature maintained at less than 25° C during the addition) and refluxed for 4 hours; the product begins to separate soon after refluxing begins. After standing at room temperature for about 16 hours, the resulting solid is filtered, washed with cold ethanol and with ether, and air-dried yielding 1... Reactants: Cl (HCl), C(=O)(O)[O-].[Na+] (NaHCO3), OC=1C=C(C=O)C=CC1 (3-Hydroxy-benzaldehyde), CC1=C(CN)C(=CC(=C1)C)C (2,4,6-trimethyl-benzylamine), [BH4-].[Na+] (Sodium borohydride). Solvent: CO (methanol). Run at time 8 hour. Product: CC1=C(CNCC=2C=C(C=CC2)O)C(=CC(=C1)C)C (3-[(2,4,6-Trimethyl-benzylamino)-methyl]-phenol). As a reaction SMILES: [OH:1][C:2]1[CH:3]=[C:4]([CH:7]=[CH:8][CH:9]=1)[CH:5]=O.[CH3:10][C:11]1[CH:18]=[C:17]([CH3:19])[CH:16]=[C:15]([CH3:20])[C:12]=1[CH2:13][NH2:14].[BH4-].[Na+].Cl.C([O-])(O)=O.[Na+]>CO>[CH3:10][C:11]1[CH:18]=[C:17]([CH3:19])[CH:16]=[C:15]([CH3:20])[C:12]=1[CH2:13][NH:14][CH2:5][C:4]1[CH:3]=[C:2]([OH:1])[CH:9]=[CH:8][CH:7]=1 |f:2.3,5.6|. Procedure details: 3-Hydroxy-benzaldehyde (1.22 g, 0.01 mol) and 2,4,6-trimethyl-benzylamine (1.19 g, 0.01 mol) were added to methanol (10 mL) and the resulting mixture was stirred overnight. Sodium borohydride (0.45 g, 0.012 mol) was then added, and stirring was continued one hour. The resulting mixture was acidified with 2N HCl and then neutralized with saturated aqueous NaHCO3 solution to yield a gummy solution. The gummy solution was extracted with EtOAc (3×100 mL). The organic layer was washed with brine, dri... The reactants are COc1c(C=CC(=O)OC(C)(C)C)c(=O)c2ccc(Cl)cc2[nH]c1=O, ClCCl, CO, O=C(O)C(F)(F)F. The product is COc1c(C=CC(=O)O)c(=O)c2ccc(Cl)cc2[nH]c1=O. RXN SMILES: [C:1]([CH3:2])([CH3:3])([CH3:4])[O:5][C:6](=[O:7])[CH:8]=[CH:9][c:10]1[c:11](=[O:25])[c:12]2[c:13]([nH:14][c:15](=[O:19])[c:16]1[O:17][CH3:18])[cH:20][c:21]([Cl:24])[cH:22][cH:23]2.[CH2:33]([Cl:34])[Cl:35].[CH3:36][OH:37].[OH:26][C:27]([C:28]([F:29])([F:30])[F:31])=[O:32]>>[O:5]=[C:6]([OH:7])[CH:8]=[CH:9][c:10]1[c:11](=[O:25])[c:12]2[c:13]([nH:14][c:15](=[O:19])[c:16]1[O:17][CH3:18])[cH:20][c:21]([Cl:24])[cH:22][cH:23]2.